From a dataset of the Open Reaction Database (ORD), a public repository of structured organic reaction records. describe an organic reaction: reactants, conditions, products, and yield Starting materials: CN(C)C=O, O=S(Cl)Cl, O=C(O)c1cc(-c2ccccc2)no1. Product: [Cl-], O=C(O)c1cc(-c2ccccc2)no1. Reaction SMILES: [CH3:19][N:20]([CH3:21])[CH:22]=[O:23].[S:1]([Cl:2])([Cl:3])=[O:4].[c:5]1(-[c:11]2[n:12][o:13][c:14]([C:16](=[O:17])[OH:18])[cH:15]2)[cH:6][cH:7][cH:8][cH:9][cH:10]1>>[Cl-:3].[c:5]1(-[c:11]2[n:12][o:13][c:14]([C:16](=[O:17])[OH:18])[cH:15]2)[cH:6][cH:7][cH:8][cH:9][cH:10]1. Starting materials: solid, Cl.Cl.Cl.O1CCC=2C(=NC=CC21)N2CCN(CC2)CC[C@@H]2CC[C@H](CC2)N (trans-4-{2-[4-(2,3-dihydrofuro[3,2-c]pyridin-4-yl)-piperazin-1-yl]-ethyl}-cyclohexanamine trihydrochloride), Cl.Cl.Cl.O1CCC=2C(=NC=CC21)N2CCN(CC2)CC[C@@H]2CC[C@H](CC2)N (trans-4-{2-[4-(2,3-dihydrofuro[3,2-c]pyridin-4-yl)-piperazin-1-yl]-ethyl}-cyclohexanamine trihydrochloride), C(=O)O (formic acid). Yields the product O1CCC=2C(=NC=CC21)N2CCN(CC2)CC[C@@H]2CC[C@H](CC2)NC=O (trans-N-(4-{2-[4-(2,3-Dihydro-furo[3,2-c]pyridin-4-yl)-piperazin-1-yl]-ethyl}-cyclohexyl)-formamide). RXN SMILES: Cl.Cl.Cl.[O:4]1[C:12]2[CH:11]=[CH:10][N:9]=[C:8]([N:13]3[CH2:18][CH2:17][N:16]([CH2:19][CH2:20][C@H:21]4[CH2:26][CH2:25][C@H:24]([NH2:27])[CH2:23][CH2:22]4)[CH2:15][CH2:14]3)[C:7]=2[CH2:6][CH2:5]1.[CH:28](O)=[O:29]>>[O:4]1[C:12]2[CH:11]=[CH:10][N:9]=[C:8]([N:13]3[CH2:18][CH2:17][N:16]([CH2:19][CH2:20][C@H:21]4[CH2:26][CH2:25][C@H:24]([NH:27][CH:28]=[O:29])[CH2:23][CH2:22]4)[CH2:15][CH2:14]3)[C:7]=2[CH2:6][CH2:5]1 |f:0.1.2.3|. Reported procedure: The title compound, off-white solid (17 mg, 30%), MS (ISP) m/z=359.4 [(M+H)+], mp 170.5° C., was prepared in accordance with the general method of example 32 from trans-4-{2-[4-(2,3-dihydrofuro[3,2-c]pyridin-4-yl)-piperazin-1-yl]-ethyl}-cyclohexanamine trihydrochloride (intermediate C) (70.4 mg, 0.16 mmol) and formic acid. The reactants are O=C([O-])[O-], CCCC[N+](CCCC)(CCCC)CCCC, CN(C)C=O, COc1ccc(CCl)cc1, O=[N+]([O-])c1cc(O)ccc1Cl, [I-], [K+], [K+], O. The product is COc1ccc(COc2ccc(Cl)c([N+](=O)[O-])c2)cc1. Reaction SMILES: [C:22](=[O:23])([O-:24])[O-:25].[CH2:30]([N+:31]([CH2:32][CH2:33][CH2:34][CH3:35])([CH2:36][CH2:37][CH2:38][CH3:39])[CH2:40][CH2:41][CH2:42][CH3:43])[CH2:44][CH2:45][CH3:46].[CH3:47][N:48]([CH3:49])[CH:50]=[O:51].[Cl:12][CH2:13][c:14]1[cH:15][cH:16][c:17]([O:20][CH3:21])[cH:18][cH:19]1.[Cl:1][c:2]1[c:3]([N+:9](=[O:10])[O-:11])[cH:4][c:5]([OH:8])[cH:6][cH:7]1.[I-:29].[K+:26].[K+:27].[OH2:28]>>[Cl:1][c:2]1[c:3]([N+:9](=[O:10])[O-:11])[cH:4][c:5]([O:8][CH2:13][c:14]2[cH:15][cH:16][c:17]([O:20][CH3:21])[cH:18][cH:19]2)[cH:6][cH:7]1. The reactants are O1C(=CC=C1)CCCCCCCC(=O)O (8-(2-furyl)-octanoic acid), S(O)(O)(=O)=O (sulphuric acid), CO (methanol). Product: COC(CCCCCCCC=1OC=CC1)=O (8-(2-furyl)-octanoic acid methyl ester). RXN SMILES: [O:1]1[CH:5]=[CH:4][CH:3]=[C:2]1[CH2:6][CH2:7][CH2:8][CH2:9][CH2:10][CH2:11][CH2:12][C:13]([OH:15])=[O:14].S(=O)(=O)(O)O.[CH3:21]O>>[CH3:21][O:14][C:13](=[O:15])[CH2:12][CH2:11][CH2:10][CH2:9][CH2:8][CH2:7][CH2:6][C:2]1[O:1][CH:5]=[CH:4][CH:3]=1. Procedure: 19 g of 8-(2-furyl)-octanoic acid were refluxed for 4 hours with 100 ml of methanol and 1.5 ml of sulphuric acid. The mixture was then evaporated to one third of its original volume. 100 g. of ice-water were then added, whereupon the mixture was extracted with ether. Reactants: OO (hydrogen peroxide), [N+](=O)([O-])C=1C=C(C=CC1)C1=CC=NC=C1 (4-(3-nitrophenyl)pyridine). Run in C(C)(=O)O (acetic acid). Conditions: temperature 70 celsius. Yields the product [N+](=O)([O-])C=1C=C(C=CC1)C1=CC=[N+](C=C1)[O-] (4-(3-Nitrophenyl)pyridine-N-oxide). RXN SMILES: [OH:1]O.[N+:3]([C:6]1[CH:7]=[C:8]([C:12]2[CH:17]=[CH:16][N:15]=[CH:14][CH:13]=2)[CH:9]=[CH:10][CH:11]=1)([O-:5])=[O:4]>C(O)(=O)C>[N+:3]([C:6]1[CH:7]=[C:8]([C:12]2[CH:17]=[CH:16][N+:15]([O-:1])=[CH:14][CH:13]=2)[CH:9]=[CH:10][CH:11]=1)([O-:5])=[O:4]. Procedure details: Aqueous hydrogen peroxide (27.5 wt. %, 6.4 ml) was added to a solution of 4-(3-nitrophenyl)pyridine (5 g) in glacial acetic acid (50 ml), and the mixture was heated to approx 70° C. overnight. The mixture was then evaporated and the residue was triturated with ether. The product (6 g), still containing some acetic acid, was used without further purification. Mp 193°-196° C. Reactants: Cc1ccc(-c2ccccc2C#N)cc1, CS(C)=O, CCOC(C)=O, CO, C[O-], Cl, NO, [Na+], [Na], O. The product is Cc1ccc(-c2ccccc2C(N)=NO)cc1. Reaction SMILES: [C:8](#[N:9])[c:10]1[c:11](-[c:16]2[cH:17][cH:18][c:19]([CH3:22])[cH:20][cH:21]2)[cH:12][cH:13][cH:14][cH:15]1.[CH3:23][S:24](=[O:25])[CH3:26].[CH3:28][CH2:29][O:30][C:31](=[O:32])[CH3:33].[CH3:34][OH:35].[CH3:4][O-:5].[ClH:1].[NH2:2][OH:3].[Na+:6].[Na:7].[OH2:27]>>[N:2]([OH:3])=[C:8]([NH2:9])[c:10]1[c:11](-[c:16]2[cH:17][cH:18][c:19]([CH3:22])[cH:20][cH:21]2)[cH:12][cH:13][cH:14][cH:15]1. Reactants: benzhydryl ester, CC1([C@@H](N2[C@H](S1)[C@@H](C2=O)NC(=O)COC=3C=CC=CC3)C(=O)O)C (Penicillin V), C1(=CC=C(C=C1)S(=O)(=O)O)C (Toluene-4-sulphonic acid), OC(C(=O)OCC1=CC=C(C=C1)OC)N1[C@@H]2SC(=N[C@@H]2C1=O)CC1=CC=CC=C1 (4-methoxybenzyl (2RS)-2-hydroxy-2-[(1R,5R)-3-benzyl-4-thia-2,6-diazabicyclo [3.2.0]hept-2-en-7-on-6-yl]acetate), CC1([C@@H](N2[C@H](S1)[C@@H](C2=O)NC(=O)CC=3C=CC=CC3)C(=O)O)C (Penicillin G), Heterocycles. Solvent: ClCCl (dichloromethane), ClCCl (dichloromethane), O (water), CC(=O)C (acetone). Run at time 2.5 hour. The product is OC(C(=O)OCC1=CC=C(C=C1)OC)N1C([C@H]([C@H]1S)NC(CC1=CC=CC=C1)=O)=O (4-methoxybenzyl (2RS)-2-hydroxy-2-[(3R,4R)-4-mercapto-3-phenylacetamidoazetidin-2-on-1-yl]acetate). As a reaction SMILES: C1(C)C=CC(S(O)(=O)=[O:8])=CC=1.[OH:12][CH:13]([N:26]1[C:32](=[O:33])[C@@H:31]2[C@H:27]1[S:28][C:29]([CH2:34][C:35]1[CH:40]=[CH:39][CH:38]=[CH:37][CH:36]=1)=[N:30]2)[C:14]([O:16][CH2:17][C:18]1[CH:23]=[CH:22][C:21]([O:24][CH3:25])=[CH:20][CH:19]=1)=[O:15].CC1(C)S[C@@H]2[C@H](NC(CC3C=CC=CC=3)=O)C(=O)N2[C@H]1C(O)=O.CC1(C)S[C@@H]2[C@H](NC(COC3C=CC=CC=3)=O)C(=O)N2[C@H]1C(O)=O>O.ClCCl.CC(C)=O>[OH:12][CH:13]([N:26]1[C@H:27]([SH:28])[C@H:31]([NH:30][C:29](=[O:8])[CH2:34][C:35]2[CH:40]=[CH:39][CH:38]=[CH:37][CH:36]=2)[C:32]1=[O:33])[C:14]([O:16][CH2:17][C:18]1[CH:23]=[CH:22][C:21]([O:24][CH3:25])=[CH:20][CH:19]=1)=[O:15]. Procedure details: Toluene-4-sulphonic acid (6.0g, 31.5mmol) in water (15ml) was added to a solution of 4-methoxybenzyl (2RS)-2-hydroxy-2-[(1R,5R)-3-benzyl-4-thia-2,6-diazabicyclo [3.2.0]hept-2-en-7-on-6-yl]acetate (7.42g, 18.0mmol) prepared from Penicillin G as described for the benzhydryl ester derived from Penicillin V, S. Yamamoto, N. Haga, T. Aoki, S. Hayashi, H. Tanida, and W. Nagata, Heterocycles, 1977, 8, 283) in dichloromethane (30ml) and acetone (30ml) . After stirring for 2.5 h at room temperature, the ...